This data is from the Open Reaction Database (ORD), a public repository of structured organic reaction records. The task is: describe an organic reaction: reactants, conditions, products, and yield Reactants: I(=O)(=O)(=O)O (Periodic acid), CC1(OC[C@H](O1)[C@@H]1[C@@H](C(N1C1=CC=C(C=C1)OC)=O)NC(CC1=CC=CC=C1)=O)C ((3S,4S)-4-[(R)-2,2-dimethyl-1,3-dioxolan-4-yl]-1-(4-methoxyphenyl)-3-phenylacetamidoazetidin-2-one). Solvent: O1CCCC1 (tetrahydrofuran), O (water). Product: C(=O)[C@@H]1[C@@H](C(N1C1=CC=C(C=C1)OC)=O)NC(CC1=CC=CC=C1)=O ((3S,4S)-4-Formyl-1-(4-methoxyphenyl)-3-phenylacetamidoazetidin-2-one). Reaction SMILES: I(O)(=O)(=O)=O.CC1(C)[O:11][C@H:10]([C@H:12]2[N:15]([C:16]3[CH:21]=[CH:20][C:19]([O:22][CH3:23])=[CH:18][CH:17]=3)[C:14](=[O:24])[C@H:13]2[NH:25][C:26](=[O:34])[CH2:27][C:28]2[CH:33]=[CH:32][CH:31]=[CH:30][CH:29]=2)CO1>O1CCCC1.O>[CH:10]([C@H:12]1[N:15]([C:16]2[CH:21]=[CH:20][C:19]([O:22][CH3:23])=[CH:18][CH:17]=2)[C:14](=[O:24])[C@H:13]1[NH:25][C:26](=[O:34])[CH2:27][C:28]1[CH:29]=[CH:30][CH:31]=[CH:32][CH:33]=1)=[O:11]. Reported procedure: Periodic acid (18.7 g, 45.6 mmol) was added to a suspension of (3S,4S)-4-[(R)-2,2-dimethyl-1,3-dioxolan-4-yl]-1-(4-methoxyphenyl)-3-phenylacetamidoazetidin-2-one (15.1 g, 36.8mmol) in tetrahydrofuran (210 ml) and water (210 ml). The reaction mixture was heated under reflux for 1.5 h and then cooled in ice. The precipitated product was collected by filtration, washed with water and dried over phosphorus pentoxide to yield the title compound as a mixture of aldehyde and the corresponding hydrate (...